Dataset: the Open Reaction Database (ORD), a public repository of structured organic reaction records. Task: describe an organic reaction: reactants, conditions, products, and yield Starting materials: C(C)(C)(C)OC(=O)N1CCN(CCC1)CC1=CC=C(C=C1)OCCCN1CCCCC1 (4-[4-(3-Piperidin-1-yl-propoxy)-benzyl]-[1,4]diazepane-1-carboxylic acid tert-butyl ester), FC(C(=O)O)(F)F (trifluoroacetic acid). Solvent: ClCCl (dichloromethane). Reaction conditions: time 2 hour. Yields the product N1(CCCCC1)CCCOC1=CC=C(CN2CCNCCC2)C=C1 (1-[4-(3-Piperidin-1-yl-propoxy)-benzyl]-[1,4]diazepane). Isolated yield 89.9%. RXN SMILES: C(OC([N:8]1[CH2:14][CH2:13][CH2:12][N:11]([CH2:15][C:16]2[CH:21]=[CH:20][C:19]([O:22][CH2:23][CH2:24][CH2:25][N:26]3[CH2:31][CH2:30][CH2:29][CH2:28][CH2:27]3)=[CH:18][CH:17]=2)[CH2:10][CH2:9]1)=O)(C)(C)C.FC(F)(F)C(O)=O>ClCCl>[N:26]1([CH2:25][CH2:24][CH2:23][O:22][C:19]2[CH:20]=[CH:21][C:16]([CH2:15][N:11]3[CH2:12][CH2:13][CH2:14][NH:8][CH2:9][CH2:10]3)=[CH:17][CH:18]=2)[CH2:27][CH2:28][CH2:29][CH2:30][CH2:31]1. Procedure: 4-[4-(3-Piperidin-1-yl-propoxy)-benzyl]-[1,4]diazepane-1-carboxylic acid tert-butyl ester (D3) (2.27 g, 5.27 mmol) was dissolved in dichloromethane (10 ml), treated with trifluoroacetic acid (5 ml) and stirred at room temperature under argon for 2 hours. The solvent was removed in vacuo and the residue dissolved in methanol and passed down an SCX column (10 g) eluting with methanol followed by 0.88 ammonia/methanol (1:9). The basic fractions were combined and concentrated in vacuo to afford the ... Procedure: A solution of 3-triisopropylsilyoxy-1-bromonaphthalene (3.17 g, 8.4 mmol), 4-ethynyl-N,N-dibutylaniline (2.87 g, 12.5 mmol), Pd(PPh3)2Cl2 (176 mg, 3 mol %), PPh3 (329 mg, 15 mol %) and CuI (120 mg, 7.5 mol %) in Et3N (20 mL) under N2 was heated at reflux for 3 h. The resulting mixture was cooled, poured into water (200 mL), extracted with DCM (3×50 mL), dried (MgSO4) and the solvent removed under reduced pressure. The residue was chromatographed on silica using DCM (20% in hexanes) as eluent. Th... As a reaction SMILES: C([Si](C(C)C)(C(C)C)[O:5][C:6]1[CH:7]=[C:8](Br)[C:9]2[C:14]([CH:15]=1)=[CH:13][CH:12]=[CH:11][CH:10]=2)(C)C.[C:23]([C:25]1[CH:39]=[CH:38][C:28]([N:29]([CH2:34][CH2:35][CH2:36][CH3:37])[CH2:30][CH2:31][CH2:32][CH3:33])=[CH:27][CH:26]=1)#[CH:24].C1C=CC(P(C2C=CC=CC=2)C2C=CC=CC=2)=CC=1.[F-].C([N+](CCCC)(CCCC)CCCC)CCC>CCN(CC)CC.Cl[Pd](Cl)([P](C1C=CC=CC=1)(C1C=CC=CC=1)C1C=CC=CC=1)[P](C1C=CC=CC=1)(C1C=CC=CC=1)C1C=CC=CC=1.[Cu]I.O>[CH2:30]([N:29]([CH2:34][CH2:35][CH2:36][CH3:37])[C:28]1[CH:27]=[CH:26][C:25]([C:23]#[C:24][C:7]2[C:6]([OH:5])=[CH:15][C:14]3[C:9]([CH:8]=2)=[CH:10][CH:11]=[CH:12][CH:13]=3)=[CH:39][CH:38]=1)[CH2:31][CH2:32][CH3:33] |f:3.4,^1:86,105|. The reactants are C(C)(C)[Si](OC=1C=C(C2=CC=CC=C2C1)Br)(C(C)C)C(C)C (3-triisopropylsilyoxy-1-bromonaphthalene), C(#C)C1=CC=C(N(CCCC)CCCC)C=C1 (4-ethynyl-N,N-dibutylaniline), C1=CC=C(C=C1)P(C2=CC=CC=C2)C3=CC=CC=C3 (PPh3), [F-].C(CCC)[N+](CCCC)(CCCC)CCCC (Tetrabutylammonium fluoride). Product: C(CCC)N(C1=CC=C(C=C1)C#CC=1C(=CC2=CC=CC=C2C1)O)CCCC (3-[(4-Dibutylaminophenyl)ethynyl]-2-naphthol). Run at time 10 minute. Reagents/catalysts: Cl[Pd]([P](C1=CC=CC=C1)(C2=CC=CC=C2)C3=CC=CC=C3)([P](C4=CC=CC=C4)(C5=CC=CC=C5)C6=CC=CC=C6)Cl (Pd(PPh3)2Cl2), [Cu]I (CuI). Run in O (water), CCN(CC)CC (Et3N), O (water). Yield: 44.9%. The reactants are C(C)OC(=O)C1(N(CCC1)C=1C=NC(=CC1)OC1=CC=C(C=C1)C=C)C(=O)OCC (1-[6-(4-Vinyl-phenoxy)-pyridin-3-yl]-pyrrolidine-2,2-dicarboxylic acid diethyl ester), I(=O)(=O)(=O)[O-].[Na+] (sodium metaperiodate). Reagents/catalysts: [Os](=O)(=O)(=O)=O (osmium tetroxide). Run in O1CCOCC1.O (dioxane water). Reaction conditions: time 6 hour. The product is C(C)OC(=O)C1(N(CCC1)C=1C=NC(=CC1)OC1=CC=C(C=C1)C=O)C(=O)OCC (1-[6-(4-Formyl-phenoxy)-pyridin-3-yl]-pyrrolidine-2,2-dicarboxylic acid diethyl ester). Isolated yield 98.7%. As a reaction SMILES: [CH2:1]([O:3][C:4]([C:6]1([C:26]([O:28][CH2:29][CH3:30])=[O:27])[CH2:10][CH2:9][CH2:8][N:7]1[C:11]1[CH:12]=[N:13][C:14]([O:17][C:18]2[CH:23]=[CH:22][C:21]([CH:24]=C)=[CH:20][CH:19]=2)=[CH:15][CH:16]=1)=[O:5])[CH3:2].I([O-])(=O)(=O)=[O:32].[Na+]>[Os](=O)(=O)(=O)=O.O1CCOCC1.O>[CH2:29]([O:28][C:26]([C:6]1([C:4]([O:3][CH2:1][CH3:2])=[O:5])[CH2:10][CH2:9][CH2:8][N:7]1[C:11]1[CH:12]=[N:13][C:14]([O:17][C:18]2[CH:23]=[CH:22][C:21]([CH:24]=[O:32])=[CH:20][CH:19]=2)=[CH:15][CH:16]=1)=[O:27])[CH3:30] |f:1.2,4.5|. Reported procedure: A mixture of 1-[6-(4-Vinyl-phenoxy)-pyridin-3-yl]-pyrrolidine-2,2-dicarboxylic acid diethyl ester (4.8 g, 11.3 mmol), sodium metaperiodate (4.8 g, 22 mmol), osmium tetroxide (10 mg) and 2:1 dioxane-water (189 mL) was stirred for 6 hours at ambient temperature. The mixture was quenched with sodium sulfite, diluted with water and extracted 3× with ethyl acetate. The combined organic phases were dried over sodium sulphate, filtered and concentrated in vacuo affording 1-[6-(4-Formyl-phenoxy)-pyridin... Starting materials: C1(=CC=CC=C1)C(C)NC(CO)C (2-[(1-phenylethyl)amino]propan-1-ol), N1=CC=CC=C1 (pyridine), FC1=C(C=C(C=C1)B(O)O)Cl (4-fluoro-3-chloro-phenylboronic acid). Reagents/catalysts: CC(=O)[O-].CC(=O)[O-].[Cu+2] (Cu(OAc)2). Run in C(Cl)Cl (CH2Cl2). Conditions: time 24 hour. The product is ClC=1C=C(C=CC1F)N(C(CO)C)C(C)C1=CC=CC=C1 (2-[(3-chloro-4-fluorophenyl)(1-phenylethyl)amino]propan-1-ol). Reaction SMILES: [C:1]1([CH:7]([NH:9][CH:10]([CH3:13])[CH2:11][OH:12])[CH3:8])[CH:6]=[CH:5][CH:4]=[CH:3][CH:2]=1.N1C=CC=CC=1.[F:20][C:21]1[CH:26]=[CH:25][C:24](B(O)O)=[CH:23][C:22]=1[Cl:30]>C(Cl)Cl.CC([O-])=O.CC([O-])=O.[Cu+2]>[Cl:30][C:22]1[CH:23]=[C:24]([N:9]([CH:7]([C:1]2[CH:6]=[CH:5][CH:4]=[CH:3][CH:2]=2)[CH3:8])[CH:10]([CH3:13])[CH2:11][OH:12])[CH:25]=[CH:26][C:21]=1[F:20] |f:4.5.6|. Procedure details: 2-[(1-phenylethyl)amino]propan-1-ol (5-5, 0.027 g, 0.151 mmol) in CH2Cl2 (1.0 mL) was treated with Cu(OAc)2 (0.041 g, 0.227 mmol), pyridine (0.024 mL, 0.302 mmol), and 4-fluoro-3-chloro-phenylboronic acid (0.026 g, 0.149 mmol). 4 A MS (20 mg) were added and the resulting solution stirred 24 h. Upon completion, the reaction mixture was filtered and the filtrate was purified by reverse phase liquid chromatography (Semi-prep YMC C-18 Column 5% CH3CN/H2O up to 95% CH3CN/H2O) to give 2-[(3-chloro-4-f... Reactants: NS(=O)(=O)C=1C=C2CC(NC2=CC1)=O (5-Aminosulfonyl-2-oxindole), N1C=CC2=CC(=CC=C12)C=O (indole-5-carbaldehyde). Product: N1C=CC2=CC(=CC=C12)C=C1C(NC2=CC=C(C=C12)S(=O)(=O)N)=O (3-(1H-Indol-5-ylmethylene)-2-oxo-2,3-dihydro-1H-indole-5-sulfonic acid amide). RXN SMILES: [NH2:1][S:2]([C:5]1[CH:6]=[C:7]2[C:11](=[CH:12][CH:13]=1)[NH:10][C:9](=[O:14])[CH2:8]2)(=[O:4])=[O:3].[NH:15]1[C:23]2[C:18](=[CH:19][C:20]([CH:24]=O)=[CH:21][CH:22]=2)[CH:17]=[CH:16]1>>[NH:15]1[C:23]2[C:18](=[CH:19][C:20]([CH:24]=[C:8]3[C:7]4[C:11](=[CH:12][CH:13]=[C:5]([S:2]([NH2:1])(=[O:4])=[O:3])[CH:6]=4)[NH:10][C:9]3=[O:14])=[CH:21][CH:22]=2)[CH:17]=[CH:16]1. Procedure details: 5-Aminosulfonyl-2-oxindole was condensed with indole-5-carbaldehyde to give the title compound. Procedure details: A mixture of 1,1-dimethylethyl 4-{3-[6-amino-5-chloro-2-(methyloxy)-3-pyridinyl]-3-oxopropyl}-1-piperidinecarboxylate (step 4, 180 mg, 0.452 mmol) in 10% methanolic hydrochloric acid (2 ml) was stirred at room temperature for 18 h. After concentrated in vacuo, the mixture was dissolved in ethyl acetate (50 ml), washed with 2N aqueous sodium hydroxide (3 ml) and brine (5 ml), and dried over potassium carbonate. Removal of solvent gave 117.1 mg (87%) of the title compound as a white solid. Run in Cl (hydrochloric acid). The product is NC1=C(C=C(C(=N1)OC)C(CCC1CCNCC1)=O)Cl (1-[6-Amino-5-chloro-2-(methyloxy)-3-pyridinyl]-3-(4-piperidinyl)-1-propanone). The reactants are NC1=C(C=C(C(=N1)OC)C(CCC1CCN(CC1)C(=O)OC(C)(C)C)=O)Cl (1,1-Dimethylethyl 4-{3-[6-amino-5-chloro-2-(methyloxy)-3-pyridinyl]-3-oxopropyl}-1-piperidinecarboxylate). Run at time 18 hour. As a reaction SMILES: [NH2:1][C:2]1[N:7]=[C:6]([O:8][CH3:9])[C:5]([C:10](=[O:26])[CH2:11][CH2:12][CH:13]2[CH2:18][CH2:17][N:16](C(OC(C)(C)C)=O)[CH2:15][CH2:14]2)=[CH:4][C:3]=1[Cl:27]>Cl>[NH2:1][C:2]1[N:7]=[C:6]([O:8][CH3:9])[C:5]([C:10](=[O:26])[CH2:11][CH2:12][CH:13]2[CH2:18][CH2:17][NH:16][CH2:15][CH2:14]2)=[CH:4][C:3]=1[Cl:27]. The yield is 87.0%.